This data is from the Open Reaction Database (ORD), a public repository of structured organic reaction records. The task is: describe an organic reaction: reactants, conditions, products, and yield As a reaction SMILES: [CH3:39][C:40](=[O:41])[OH:42].[CH3:43][O:44][CH2:45][CH2:46][O:47][CH2:48][CH2:49][O:50][CH3:51].[CH3:52][OH:53].[NH:23]([CH:24]([NH:25][c:26]1[cH:27][cH:28][cH:29][cH:30][cH:31]1)[CH3:32])[c:33]1[cH:34][cH:35][cH:36][cH:37][cH:38]1.[O:1]=[c:2]1[c:3]2[c:4]([cH:5][cH:6][c:7]3[c:8]1[cH:9][cH:10][c:11]([CH:13]([C:14](=[O:15])[Cl:16])[CH3:17])[cH:12]3)[cH:18][cH:19][cH:20][cH:21]2.[OH2:22]>>[O:1]=[c:2]1[c:3]2[c:4]([cH:5][cH:6][c:7]3[c:8]1[cH:9][cH:10][c:11]([CH:13]([CH:14]=[O:15])[CH3:17])[cH:12]3)[cH:18][cH:19][cH:20][cH:21]2. The reactants are CC(=O)O, COCCOCCOC, CO, CC(Nc1ccccc1)Nc1ccccc1, CC(C(=O)Cl)c1ccc2c(=O)c3ccccc3ccc2c1, O. The product is CC(C=O)c1ccc2c(=O)c3ccccc3ccc2c1. Reactants: C(C)(C)O (isopropanol), ClC1=C(C=CC(=C1)Cl)C(C(C(F)(F)F)(O)C1=NC(=CN=C1)C)C (3-(2,4-Dichloro-phenyl)-1,1,1-trifluoro-2-(6-methyl-pyrazin-2-yl)-butan-2-ol). Solvent: CCCCCCC (heptane). Yields the product ClC1=C(C=CC(=C1)Cl)[C@H]([C@@](C(F)(F)F)(O)C1=NC(=CN=C1)C)C ((2R,3R)-3-(2,4-Dichloro-phenyl)-1,1,1-trifluoro-2-(6-methyl-pyrazin-2-yl)-butan-2-ol). As a reaction SMILES: C(O)(C)C.[Cl:5][C:6]1[CH:11]=[C:10]([Cl:12])[CH:9]=[CH:8][C:7]=1[CH:13]([CH3:27])[C:14]([C:20]1[CH:25]=[N:24][CH:23]=[C:22]([CH3:26])[N:21]=1)([OH:19])[C:15]([F:18])([F:17])[F:16]>CCCCCCC>[Cl:5][C:6]1[CH:11]=[C:10]([Cl:12])[CH:9]=[CH:8][C:7]=1[C@@H:13]([CH3:27])[C@:14]([C:20]1[CH:25]=[N:24][CH:23]=[C:22]([CH3:26])[N:21]=1)([OH:19])[C:15]([F:18])([F:16])[F:17]. Reported procedure: These compounds were obtained by preparative HPLC (Column: Chiralpack AD; solvent: 1% isopropanol in heptane) from racemic 3-(2,4-dichloro-phenyl)-1,1,1-trifluoro-2-(6-methyl-pyrazin-2-yl)-butan-2-ol (Example 39). The reactants are C(=O)C1=C(N(C)CCCCC(=O)O)C=CC(=C1)[N+](=O)[O-] (5-(2-formyl-4-nitro-N-methylanilino)pentanoic acid), C([O-])([O-])=O.[K+].[K+] (potassium carbonate), CI.CN(C)C=O (methyl iodide DMF), C(OC)(OC)=O (dimethyl carbonate), C[O-].[Na+] (sodium methoxide), Cl (hydrochloric acid). Solvent: CN(C)C=O (DMF), CO (methanol), CCCCCC.C(C)(=O)OCC (n-hexane ethyl acetate). Reaction conditions: time 2 hour. Product: COC(=O)C=1CCCN(C2=C(C1)C=C(C=C2)[N+](=O)[O-])C (8-nitro-1-methyl-1,2,3,4-tetrahydro-1-benzazocin-5-carboxylic acid methylester). Yield: 77.8%. As a reaction SMILES: [CH:1]([C:3]1[CH:17]=[C:16]([N+:18]([O-:20])=[O:19])[CH:15]=[CH:14][C:4]=1[N:5]([CH2:7][CH2:8][CH2:9][CH2:10][C:11]([OH:13])=[O:12])[CH3:6])=O.[C:21](=O)([O-])[O-].[K+].[K+].CI.CN(C=O)C.C(=O)(OC)OC.C[O-].[Na+].Cl>CN(C=O)C.CO.CCCCCC.C(OCC)(=O)C>[CH3:21][O:13][C:11]([C:10]1[CH2:9][CH2:8][CH2:7][N:5]([CH3:6])[C:4]2[CH:14]=[CH:15][C:16]([N+:18]([O-:20])=[O:19])=[CH:17][C:3]=2[CH:1]=1)=[O:12] |f:1.2.3,4.5,7.8,12.13|. Reported procedure: To a solution of 5-(2-formyl-4-nitro-N-methylanilino)pentanoic acid (3.0 g) in DMF (8.1 ml), potassium carbonate (1.6 g) and a solution of methyl iodide/DMF (1.8 g/1 ml) were added at room temperature, and the resulting mixture was stirred further for 2 hours. To the mixture, dimethyl carbonate (18 ml) and subsequently a solution of 28% sodium methoxide in methanol (5.0 g) were added and the resulting mixture was stirred at 50° C. for 2.5 hours. The mixture was allowed to cool to room temperatur...